Dataset: the Open Reaction Database (ORD), a public repository of structured organic reaction records. Task: describe an organic reaction: reactants, conditions, products, and yield Starting materials: C(C)(C)(C)NS(=O)(=O)C1(CC1)CF (N-(tert-butyl)-1-(fluoromethyl)cyclopropane-1-sulfonamide), hexanes EtOAc. Solvent: FC(C(=O)O)(F)F (trifluoroacetic acid). Conditions: time 18 hour. Product: FCC1(CC1)S(=O)(=O)N (1-(fluoromethyl)cyclopropane-1-sulfonamide), solid. The yield is 84.0%. Reaction SMILES: C([NH:5][S:6]([C:9]1([CH2:12][F:13])[CH2:11][CH2:10]1)(=[O:8])=[O:7])(C)(C)C>FC(F)(F)C(O)=O>[F:13][CH2:12][C:9]1([S:6]([NH2:5])(=[O:8])=[O:7])[CH2:11][CH2:10]1. Reported procedure: To a round-bottom flask equipped with a stir bar was added N-(tert-butyl)-1-(fluoromethyl)cyclopropane-1-sulfonamide (5.66 g, 27.0 mmol) and trifluoroacetic acid (20 mL). The solution was stirred at room temperature for 18 h. The solution was concentrated in vacuo to afford a dark orange oil. The oil was treated with hexanes:EtOAc (4:1) upon which a solid crystallized. The crystals were collected via filtrated and residual solvent was removed in vacuo to afford 1-(fluoromethyl)cyclopropane-1-sul... Starting materials: ClCCOC1=CC=C(C2=CC=CC=C12)NC(C1=CC(=CC(=C1)N1CCCCC1)F)=O (N-[4-(2-chloroethoxy)-naphthalen-1-yl]-3-fluoro-5-piperidin-1-yl-benzamide), C(C)OC(=O)C1CCNCC1 (piperidine-4-carboxylic acid ethyl ester). Product: C(C)OC(=O)C1CCN(CC1)CCOC1=CC=C(C2=CC=CC=C12)NC(C1=CC(=CC(=C1)N1CCCCC1)F)=O (1-{2-[4-(3-Fluoro-5-piperidin-1-yl-benzoylamino)-naphthalen-1-yloxy]-ethyl}-piperidine-4-carboxylic acid ethyl ester). RXN SMILES: Cl[CH2:2][CH2:3][O:4][C:5]1[C:14]2[C:9](=[CH:10][CH:11]=[CH:12][CH:13]=2)[C:8]([NH:15][C:16](=[O:30])[C:17]2[CH:22]=[C:21]([N:23]3[CH2:28][CH2:27][CH2:26][CH2:25][CH2:24]3)[CH:20]=[C:19]([F:29])[CH:18]=2)=[CH:7][CH:6]=1.[CH2:31]([O:33][C:34]([CH:36]1[CH2:41][CH2:40][NH:39][CH2:38][CH2:37]1)=[O:35])[CH3:32]>>[CH2:31]([O:33][C:34]([CH:36]1[CH2:41][CH2:40][N:39]([CH2:2][CH2:3][O:4][C:5]2[C:14]3[C:9](=[CH:10][CH:11]=[CH:12][CH:13]=3)[C:8]([NH:15][C:16](=[O:30])[C:17]3[CH:22]=[C:21]([N:23]4[CH2:28][CH2:27][CH2:26][CH2:25][CH2:24]4)[CH:20]=[C:19]([F:29])[CH:18]=3)=[CH:7][CH:6]=2)[CH2:38][CH2:37]1)=[O:35])[CH3:32]. Procedure: Compound is prepared from N-[4-(2-chloroethoxy)-naphthalen-1-yl]-3-fluoro-5-piperidin-1-yl-benzamide and piperidine-4-carboxylic acid ethyl ester according to conditions described in general procedure N. 1H NMR 300 MHz (CDCl3) 8.31 (dd, 1H, J=1.2 and 8.4 Hz), 7.88 (s, 1H), 7.83 (d, 1H, J=7.5 Hz), 7.73 (d, 1H, J=8.1Hz), 7.54 (m, 2H), 7.31 (s, 1H), 6.98 (d, 1H, J=7.8 Hz), 6.84 (d, 1H, J=8.4 Hz), 6.76 (d, 1H, J=11.7 Hz), 4.31 (t, 2H, J=5.7 Hz), 4.14 (q, 2H, J=6.9 Hz), 3.28 (m, 4H), 3.05 (m, 2H), 2.... The reactants are ClC1=C(C=C(C=C1)NC(=O)C1=CC=C(C(OCC)=N)C=C1)C1=NC=CC=C1 (Ethyl 4-(4-chloro-3-(pyridin-2-yl)phenylcarbamoyl)benzimidate), N1C(CCC1)CCN (2-(pyrrolidin-2-yl)ethanamine). The solvent is CO (methanol). The product is ClC1=C(C=C(C=C1)NC(C1=CC=C(C=C1)C(NCCC1NCCC1)=N)=O)C1=NC=CC=C1 (N-(4-chloro-3-(pyridin-2-yl)phenyl)-4-(N-(2-(pyrrolidin-2-yl)ethyl)carbamimidoyl)benzamide). As a reaction SMILES: [Cl:1][C:2]1[CH:7]=[CH:6][C:5]([NH:8][C:9]([C:11]2[CH:21]=[CH:20][C:14]([C:15](=[NH:19])OCC)=[CH:13][CH:12]=2)=[O:10])=[CH:4][C:3]=1[C:22]1[CH:27]=[CH:26][CH:25]=[CH:24][N:23]=1.[NH:28]1[CH2:32][CH2:31][CH2:30][CH:29]1[CH2:33][CH2:34][NH2:35]>CO>[Cl:1][C:2]1[CH:7]=[CH:6][C:5]([NH:8][C:9](=[O:10])[C:11]2[CH:12]=[CH:13][C:14]([C:15](=[NH:19])[NH:35][CH2:34][CH2:33][CH:29]3[CH2:30][CH2:31][CH2:32][NH:28]3)=[CH:20][CH:21]=2)=[CH:4][C:3]=1[C:22]1[CH:27]=[CH:26][CH:25]=[CH:24][N:23]=1. Reported procedure: Ethyl 4-(4-chloro-3-(pyridin-2-yl)phenylcarbamoyl)benzimidate (2.0 ml of a 0.075 M methanol solution, 0.15 mmol) was treated with 2-(pyrrolidin-2-yl)ethanamine (28 μl, 0.23 mmol) via procedure W to afford 90 mg of N-(4-chloro-3-(pyridin-2-yl)phenyl)-4-(N-(2-(pyrrolidin-2-yl)ethyl)carbamimidoyl)benzamide. MS (Q1) 448 (M)+. Reactants: C(C)(C)(C)N1N=CC(=C1)CO ((1-t-butyl-1H-pyrazol-4-yl)methanol), S(=O)(Cl)Cl (thionyl chloride). Run in ClCCl (dichloromethane). Conditions: time 5 hour. The product is Cl.C(C)(C)(C)N1N=CC(=C1)CCl (1-t-butyl-4-(chloromethyl)-1H-pyrazole hydrochloride). As a reaction SMILES: [C:1]([N:5]1[CH:9]=[C:8]([CH2:10]O)[CH:7]=[N:6]1)([CH3:4])([CH3:3])[CH3:2].S(Cl)([Cl:14])=O>ClCCl>[ClH:14].[C:1]([N:5]1[CH:9]=[C:8]([CH2:10][Cl:14])[CH:7]=[N:6]1)([CH3:4])([CH3:3])[CH3:2] |f:3.4|. Procedure: 0.77 g of (1-t-butyl-1H-pyrazol-4-yl)methanol was dissolved in 25 ml of dichloromethane, and 1.7 ml of thionyl chloride was added. The mixture was stirred at room temperature for 5 hours. Thereafter, the reaction mixture was concentrated under reduced pressure to obtain 1.12 g of 1-t-butyl-4-(chloromethyl)-1H-pyrazole hydrochloride. Starting materials: CC1=CC=2C=3C4N(CCC3NC2C=C1)CCC4 (9-methyl-2,3,4,5,6,10c-hexahydro-1H-3a,6-diaza-cyclopenta[c]fluorene), [H-].[Na+] (sodium hydride), CC1=CC=C(C=N1)CCOS(=O)(=O)C1=CC=C(C=C1)C (toluene-4-sulfonic acid 2-(6-methyl-pyridin-3-yl)-ethyl ester). Solvent: CN(C)C=O (DMF), CN(C)C=O (DMF). Conditions: time 5 minute. The product is CC1=CC=2C=3C4N(CCC3N(C2C=C1)CCC=1C=NC(=CC1)C)CCC4 (9-methyl-6-[2-(6-methyl-pyridin-3-yl)-ethyl]-2,3,4,5,6,10c-hexahydro-1H-3a,6-diaza-cyclopenta[c]fluorene). RXN SMILES: [CH3:1][C:2]1[CH:14]=[CH:13][C:12]2[NH:11][C:10]3[CH2:9][CH2:8][N:7]4[CH2:15][CH2:16][CH2:17][CH:6]4[C:5]=3[C:4]=2[CH:3]=1.[H-].[Na+].[CH3:20][C:21]1[N:26]=[CH:25][C:24]([CH2:27][CH2:28]OS(C2C=CC(C)=CC=2)(=O)=O)=[CH:23][CH:22]=1>CN(C=O)C>[CH3:1][C:2]1[CH:14]=[CH:13][C:12]2[N:11]([CH2:28][CH2:27][C:24]3[CH:25]=[N:26][C:21]([CH3:20])=[CH:22][CH:23]=3)[C:10]3[CH2:9][CH2:8][N:7]4[CH2:15][CH2:16][CH2:17][CH:6]4[C:5]=3[C:4]=2[CH:3]=1 |f:1.2|. Reported procedure: To a solution of 9-methyl-2,3,4,5,6,10c-hexahydro-1H-3a,6-diaza-cyclopenta[c]fluorene (100 mg, 0.422 mmol) in DMF (1 mL) was added sodium hydride (53 mg, 1.326 mmol). After stirring for 5 min, a solution of toluene-4-sulfonic acid 2-(6-methyl-pyridin-3-yl)-ethyl ester (386 mg, 1.326 mmol) in DMF (1 mL) was added dropwise at 0° C. and the reaction mixture stirred at RT for 6 h. The progress of reaction was monitored by TLC and LCMS. The reaction mixture was poured into ice-cold water and extracte... Procedure: In 50 ml of dimethylformamide is dissolved 1 g of the 7-cyclohexyl-5H,7H-isoxazolo[3,4-d]pyrimidine-4,6-dione obtained in Example 18, followed by addition of 800 mg of potassium carbonate and 1 ml of methyl iodide. The mixture is stirred at room temperature for 20 hours, after which the insolubles are filtered off. The filtrate is concentrated to dryness and the concentrate is dissolved in chloroform. After the insolubles are filtered off, the chloroform is removed by distillation and the residu... Reaction conditions: time 20 hour. Starting materials: C1(CCCCC1)N1C(NC(C=2C1=NOC2)=O)=O (7-cyclohexyl-5H,7H-isoxazolo[3,4-d]pyrimidine-4,6-dione), C([O-])([O-])=O.[K+].[K+] (potassium carbonate), CI (methyl iodide). Isolated yield 75.5%. The solvent is CN(C=O)C (dimethylformamide). As a reaction SMILES: [CH:1]1([N:7]2[C:12]3=[N:13][O:14][CH:15]=[C:11]3[C:10](=[O:16])[NH:9][C:8]2=[O:17])[CH2:6][CH2:5][CH2:4][CH2:3][CH2:2]1.[C:18](=O)([O-])[O-].[K+].[K+].CI>CN(C)C=O>[CH:1]1([N:7]2[C:12]3=[N:13][O:14][CH:15]=[C:11]3[C:10](=[O:16])[N:9]([CH3:18])[C:8]2=[O:17])[CH2:2][CH2:3][CH2:4][CH2:5][CH2:6]1 |f:1.2.3|. Product: C1(CCCCC1)N1C(N(C(C=2C1=NOC2)=O)C)=O (7-Cyclohexyl-5-methyl-5H,7H-isoxazolo[3,4-d]pyrimidine-4,6-dione). Starting materials: [BH4-], O=C([O-])O, Cc1sc2ccccc2c(=O)c1-c1ccccc1, CO, [Cl-], Clc1ccccc1, [NH4+], [Na+], [Na+], O=[Se]=O. Yields the product O=c1c(-c2ccccc2)c(CO)sc2ccccc12. Reaction SMILES: [BH4-:27].[C:22](=[O:23])([O-:24])[OH:25].[CH3:1][c:2]1[s:3][c:4]2[cH:5][cH:6][cH:7][cH:8][c:9]2[c:10](=[O:18])[c:11]1-[c:12]1[cH:13][cH:14][cH:15][cH:16][cH:17]1.[CH3:38][OH:39].[Cl-:29].[Cl:31][c:32]1[cH:33][cH:34][cH:35][cH:36][cH:37]1.[NH4+:30].[Na+:26].[Na+:28].[Se:19](=[O:20])=[O:21]>>[CH2:1]([c:2]1[s:3][c:4]2[cH:5][cH:6][cH:7][cH:8][c:9]2[c:10](=[O:18])[c:11]1-[c:12]1[cH:13][cH:14][cH:15][cH:16][cH:17]1)[OH:20]. Starting materials: [Br-], CC[Mg+], CC12CCC3C4CC=CCC4CCC3C1CCC2=O, C#C, [Cl-], [NH4+], C1CCOC1, O. Yields the product C#CC1(O)CCC2C3CCC4CC=CCC4C3CCC21C. RXN SMILES: [Br-:1].[CH2:2]([CH3:3])[Mg+:4].[CH3:7][C:8]12[C:9](=[O:25])[CH2:10][CH2:11][CH:12]1[CH:13]1[CH2:14][CH2:15][CH:16]3[CH2:17][CH:18]=[CH:19][CH2:20][CH:21]3[CH:22]1[CH2:23][CH2:24]2.[CH:5]#[CH:6].[Cl-:26].[NH4+:27].[O:28]1[CH2:29][CH2:30][CH2:31][CH2:32]1.[OH2:33]>>[C:2](#[CH:3])[C:9]1([OH:25])[C:8]2([CH3:7])[CH:12]([CH2:11][CH2:10]1)[CH:13]1[CH2:14][CH2:15][CH:16]3[CH2:17][CH:18]=[CH:19][CH2:20][CH:21]3[CH:22]1[CH2:23][CH2:24]2. The reactants are CCOCC, O=C(Cl)CCl, C1=NCCCN2CCCCC12, C1CCOC1, O=P1(c2ccccc2)NCc2ccccc21. Product: O=C(CCl)N1Cc2ccccc2P1(=O)c1ccccc1. RXN SMILES: [CH3:38][CH2:39][O:40][CH2:41][CH3:42].[Cl:1][CH2:2][C:3](=[O:4])[Cl:5].[N:22]12[CH2:23][CH2:24][CH2:25][CH2:26][CH:27]1[CH:28]=[N:29][CH2:30][CH2:31][CH2:32]2.[O:33]1[CH2:34][CH2:35][CH2:36][CH2:37]1.[c:6]1([P:12]2(=[O:21])[NH:13][CH2:14][c:15]3[c:16]2[cH:17][cH:18][cH:19][cH:20]3)[cH:7][cH:8][cH:9][cH:10][cH:11]1>>[Cl:1][CH2:2][C:3](=[O:4])[N:13]1[P:12]([c:6]2[cH:7][cH:8][cH:9][cH:10][cH:11]2)(=[O:21])[c:16]2[c:15]([cH:20][cH:19][cH:18][cH:17]2)[CH2:14]1. The reactants are ClC1=C(CNC(N(C)C(COC(NC=2N=CC3=CC=CC=C3C2)=O)CCC=O)=O)C=CC=C1F (isoquinolin-3-yl-carbamic acid 2-[3-(2-chloro-3-fluoro-benzyl)-1-methyl-ureido]-5-oxo-pentyl ester), C(C)(C)(C)OC(NCCN)=O ((2-Amino-ethyl)-carbamic acid tert-butyl ester), C(C)(=O)O[BH-](OC(C)=O)OC(C)=O.[Na+] (sodium triacetoxyborohydride). Solvent: ClCCCl (DCE), CC(=O)O (AcOH). Reaction conditions: temperature 24 celsius, time 10 hour. Product: C(C)(C)(C)OC(=O)NCCNCCCC(COC(NC=1N=CC2=CC=CC=C2C1)=O)N(C(=O)NCC1=C(C(=CC=C1)F)Cl)C (isoquinolin-3-yl-carbamic acid 5-(2-tert-butoxycarbonylamino-ethylamino)-2-[3-(2-chloro-3-fluoro-benzyl)-1-methyl-ureido]-pentyl ester). Yield: 25.0%. Reaction SMILES: [Cl:1][C:2]1[C:33]([F:34])=[CH:32][CH:31]=[CH:30][C:3]=1[CH2:4][NH:5][C:6](=[O:29])[N:7]([CH:9]([CH2:25][CH2:26][CH:27]=O)[CH2:10][O:11][C:12](=[O:24])[NH:13][C:14]1[N:15]=[CH:16][C:17]2[C:22]([CH:23]=1)=[CH:21][CH:20]=[CH:19][CH:18]=2)[CH3:8].[C:35]([O:39][C:40](=[O:45])[NH:41][CH2:42][CH2:43][NH2:44])([CH3:38])([CH3:37])[CH3:36].C(O[BH-](OC(=O)C)OC(=O)C)(=O)C.[Na+]>ClCCCl.CC(O)=O>[C:35]([O:39][C:40]([NH:41][CH2:42][CH2:43][NH:44][CH2:27][CH2:26][CH2:25][CH:9]([N:7]([CH3:8])[C:6]([NH:5][CH2:4][C:3]1[CH:30]=[CH:31][CH:32]=[C:33]([F:34])[C:2]=1[Cl:1])=[O:29])[CH2:10][O:11][C:12](=[O:24])[NH:13][C:14]1[N:15]=[CH:16][C:17]2[C:22]([CH:23]=1)=[CH:21][CH:20]=[CH:19][CH:18]=2)=[O:45])([CH3:38])([CH3:36])[CH3:37] |f:2.3|. Reported procedure: To a solution of isoquinolin-3-yl-carbamic acid 2-[3-(2-chloro-3-fluoro-benzyl)-1-methyl-ureido]-5-oxo-pentyl ester (0.8 g crude mixture, 1.64 mmol) in anhydrous DCE (3 mL) and AcOH (0.1 mL) was added (2-Amino-ethyl)-carbamic acid tert-butyl ester at 24° C. After 10 h of stirring at 24° C., sodium triacetoxyborohydride (1.05 g, 4.92 mmol) was added in one portion. The slurry was stirred for 2 h at 24° C., quenched with methanol and concentrated. The resulting residue was purified on RP-HPLC usin...